Task: describe an organic reaction: reactants, conditions, products, and yield. Dataset: the Open Reaction Database (ORD), a public repository of structured organic reaction records Reactants: ClC=1C(=CC=2N(N1)C(NN2)=O)N2CCOCC2 (6-chloro-7-(morpholin-4-yl)-2H-1,2,4-triazolo[4,3-b]pyridazin-3-one), P(=O)(Br)(Br)Br (phosphoryl bromide), N (ammonia). Conditions: temperature 80 celsius. The product is BrC1=NN=C2N1N=C(C(=C2)N2CCOCC2)Cl (3-bromo-6-chloro-7-(morpholin-4-yl)-1,2,4-triazolo[4,3-b]pyridazine). Isolated yield 43.8%. As a reaction SMILES: [Cl:1][C:2]1[C:3]([N:12]2[CH2:17][CH2:16][O:15][CH2:14][CH2:13]2)=[CH:4][C:5]2[N:6]([C:8](=O)[NH:9][N:10]=2)[N:7]=1.P(Br)(Br)([Br:20])=O.N>>[Br:20][C:8]1[N:6]2[N:7]=[C:2]([Cl:1])[C:3]([N:12]3[CH2:17][CH2:16][O:15][CH2:14][CH2:13]3)=[CH:4][C:5]2=[N:10][N:9]=1. Procedure: A mixture of 6-chloro-7-(morpholin-4-yl)-2H-1,2,4-triazolo[4,3-b]pyridazin-3-one (1.1 g, 4.3 mmol) and phosphoryl bromide (25 g) was stirred and heated at 80° C. for 24 hours. Upon cooling the mixture was treated with ice. The aqueous was then basified with aqueous ammonia. The aqueous was then extracted with dichloromethane (×3). The combined extracts were dried (Na2SO4), filtered and evaporated. The residue was purified by chromatography on silica gel, eluting with 5% methanol/dichloromethane ... Reactants: aqueous solution, C1(=CC=CC=C1)C1=CCC(C2=CC(=CC=C12)C(C)=O)(C)C (3,4-dihydro-1-phenyl-4,4-dimethyl-6-acetylnaphthalene), C1(=CC=CC=C1)C1=CCC(C2=CC(=CC=C12)C(C)=O)(C)C (3,4-dihydro-1-phenyl-4,4-dimethyl-6-acetylnaphthalene), C(=O)C1=CC=C(C(=O)O)C=C1 (4-formyl-benzoic acid), [OH-].[Na+] (NaOH), Cl (HCl). Solvent: CCO (EtOH), C1CCOC1 (THF). Run at time 12 hour. Yields the product O=C(C=CC1=CC=C(C(=O)O)C=C1)C1=CC=2C(CC=C(C2C=C1)C1=CC=CC=C1)(C)C (4-[3-oxo-3-(7,8-dihydro-5-phenyl-8,8-dimethyl-2-naphthalenyl)-1-propenyl]-benzoic acid). As a reaction SMILES: [C:1]1([C:7]2[C:16]3[C:11](=[CH:12][C:13]([C:17](=[O:19])[CH3:18])=[CH:14][CH:15]=3)[C:10]([CH3:21])([CH3:20])[CH2:9][CH:8]=2)[CH:6]=[CH:5][CH:4]=[CH:3][CH:2]=1.[CH:22]([C:24]1[CH:32]=[CH:31][C:27]([C:28]([OH:30])=[O:29])=[CH:26][CH:25]=1)=O.[OH-].[Na+].Cl>CCO.C1COCC1>[O:19]=[C:17]([C:13]1[CH:14]=[CH:15][C:16]2[C:7]([C:1]3[CH:2]=[CH:3][CH:4]=[CH:5][CH:6]=3)=[CH:8][CH2:9][C:10]([CH3:21])([CH3:20])[C:11]=2[CH:12]=1)[CH:18]=[CH:22][C:24]1[CH:32]=[CH:31][C:27]([C:28]([OH:30])=[O:29])=[CH:26][CH:25]=1 |f:2.3|. Procedure: To a solution of 115.0 mg (0.42 mmol) of 3,4-dihydro-1-phenyl-4,4-dimethyl-6-acetylnaphthalene (Compound 100H) and 65.0 mg (0.43 mmol) of 4-formyl-benzoic acid in 5.0 ml EtOH and 1.0 ml THF, was added 120.0 mg (3.00 mmol; 3.0 ml of a 1M aqueous solution) of NaOH. The resulting yellow solution was stirred at room temperature for 12 hours. The solution was acidified with 6% aqueous HCl and extracted with EtOAc. The combined organic layers were dried (MgSO4), concentrated under reduced pressure, an... Reactants: CNC (dimethylamine), ClC=1C(=NC=CC1Cl)CO (3,4-dichloro-2-hydroxymethylpyridine), N1CCOCC1 (morpholine), ClC1=CC(=NC=C1Br)CO (4-chloro-5-bromo-2-hydroxymethylpyridine). The solvent is C(C)O (ethanol). The product is CN(C1=CC(=NC=C1Br)CO)C (4-dimethylamino-5-bromo-2-hydroxymethylpyridine). As a reaction SMILES: [CH3:1][NH:2][CH3:3].N1CCOCC1.Cl[C:11]1[C:16]([Br:17])=[CH:15][N:14]=[C:13]([CH2:18][OH:19])[CH:12]=1.ClC1C(CO)=NC=CC=1Cl>C(O)C>[CH3:1][N:2]([CH3:3])[C:11]1[C:16]([Br:17])=[CH:15][N:14]=[C:13]([CH2:18][OH:19])[CH:12]=1. Procedure: Substituting 33% w/w dimethylamine in ethanol (15 ml) for morpholine and 4-chloro-5-bromo-2-hydroxymethylpyridine (5 g) for 3,4-dichloro-2-hydroxymethylpyridine and using corresponding molar proportions of the other reagents in the method of Example 3D gave after chromatography (silica, chloroform:methanol, 98:2) 4-dimethylamino-5-bromo-2-hydroxymethylpyridine, 3.62 g, as an oil. Reactants: Brc1cncnc1, CC#N, O=Cc1ccccc1B(O)O, [Na+], [Na+], O=C([O-])[O-]. Yields the product O=Cc1ccccc1-c1cncnc1. Reaction SMILES: [Br:12][c:13]1[cH:14][n:15][cH:16][n:17][cH:18]1.[CH3:25][C:26]#[N:27].[CH:1](=[O:2])[c:3]1[c:4]([B:9]([OH:10])[OH:11])[cH:5][cH:6][cH:7][cH:8]1.[Na+:19].[Na+:20].[O-:21][C:22](=[O:23])[O-:24]>>[CH:1](=[O:2])[c:3]1[c:4](-[c:13]2[cH:14][n:15][cH:16][n:17][cH:18]2)[cH:5][cH:6][cH:7][cH:8]1. The reactants are [H-].[Al+3].[Li+].[H-].[H-].[H-] (Lithium aluminium hydride), C[C@@H]([C@@H](C1=CC=CC=C1)O)N(C)C ((-)-N-methylephedrine), C(C)N1C(C=CC=C1)N (N-Ethyl-2-amino-pyridine), CN1CC[C@@]23C=CC(=O)C[C@@H]2OC=4C3=C(C=CC4OC)C1 (narwedine). Solvent: CCOCC (ether), CCOCC (ether). Reaction conditions: time 3 hour. Yields the product CN1CC[C@@]23C=C[C@@H](C[C@@H]2OC4=C(C=CC(=C34)C1)OC)O ((-)-galanthamine). Isolated yield 35.8%. As a reaction SMILES: [H-].[Al+3].[Li+].[H-].[H-].[H-].C[C@H](N(C)C)[C@H](O)C1C=CC=CC=1.C(N1C=CC=CC1N)C.[CH3:29][N:30]1[CH2:49][C:43]2[CH:44]=[CH:45][C:46]([O:47][CH3:48])=[C:41]3[C:42]=2[C@:33]2([C@@H:39]([O:40]3)[CH2:38][C:36](=[O:37])[CH:35]=[CH:34]2)[CH2:32][CH2:31]1>CCOCC>[CH3:29][N:30]1[CH2:49][C:43]2=[C:42]3[C:41](=[C:46]([O:47][CH3:48])[CH:45]=[CH:44]2)[O:40][C@@H:39]2[C@:33]3([CH:34]=[CH:35][C@H:36]([OH:37])[CH2:38]2)[CH2:32][CH2:31]1 |f:0.1.2.3.4.5|. Reported procedure: Lithium aluminium hydride (1M in ether, 1.2 ml, 1.20 mmol) was placed in a two necked round bottom flask fitted with a reflux condenser and nitrogen inlet. (-)-N-methylephedrine (0.23 g, 1.26 mmol) in ether (1 ml) was added dropwise and the solution was heated at reflux for 1 hour then cooled to room temperature. N-Ethyl-2-amino-pyridine (0.31 g, 2.52 mmol) in ether (1 ml) was added and the bright yellow solution was heated under reflux for a further 1 hour. The solution was cooled to -78° C. an... The reactants are CC(=O)O, Cl, CCOC(=O)c1cn(C2CC2F)c2cc(F)c(F)c(C)c2c1=O, O. Product: Cc1c(F)c(F)cc2c1c(=O)c(C(=O)O)cn2C1CC1F. Reaction SMILES: [CH3:25][C:26](=[O:27])[OH:28].[ClH:24].[F:1][c:2]1[c:3]([CH3:23])[c:4]2[c:5](=[O:22])[c:6]([C:17](=[O:18])[O:19][CH2:20][CH3:21])[cH:7][n:8]([CH:13]3[CH:14]([F:16])[CH2:15]3)[c:9]2[cH:10][c:11]1[F:12].[OH2:29]>>[F:1][c:2]1[c:3]([CH3:23])[c:4]2[c:5](=[O:22])[c:6]([C:17](=[O:18])[OH:19])[cH:7][n:8]([CH:13]3[CH:14]([F:16])[CH2:15]3)[c:9]2[cH:10][c:11]1[F:12]. The reactants are CC(=O)OCC1=C(N2[C@@H]([C@@H](C2=O)N)SC1)C(=O)O (7-ACA), ferric chloride, B(OC)(OC)OC (trimethyl borate). Reagents/catalysts: [Cl-].[Zn+2].[Cl-] (zinc chloride). Solvent: S1(=O)(=O)CCCC1 (sulfolane). Run at temperature 50 celsius. The product is desired product, NC1[C@@H]2N(C(=C(CS2)COC)C(=O)O)C1=O (7-amino-3-methoxymethyl-3-cephem-4-carboxylic acid). RXN SMILES: C[C:2]([O:4][CH2:5][C:6]1[CH2:15][S:14][C@@H:9]2[C@H:10]([NH2:13])[C:11](=[O:12])[N:8]2[C:7]=1[C:16]([OH:18])=[O:17])=O.B(OC)(OC)OC>[Cl-].[Zn+2].[Cl-].S1(CCCC1)(=O)=O>[NH2:13][CH:10]1[C:11](=[O:12])[N:8]2[C:7]([C:16]([OH:18])=[O:17])=[C:6]([CH2:5][O:4][CH3:2])[CH2:15][S:14][C@H:9]12 |f:2.3.4|. Procedure details: To 10 ml of sulfolane were added 1.41 g of 7-ACA, 0.93 g of ferric chloride, 5.25 g of zinc chloride and 3.13 ml of trimethyl borate. The mixture was heated at 50° C. for 5 hours to advance a reaction. After completion of the reaction, substantially the same procedure as in Example 1 was repeated, to thereby obtain the desired product, namely 7-amino-3-methoxymethyl-3-cephem-4-carboxylic acid. The amount of the desired product was 0.89 g. The yield of the desired product was 70%. Starting materials: C(C1=CC=CC=C1)OC(=O)NCC1=CC(=C(OCC(=O)O)C=C1)OC (4-(Benzyloxycarbonylamino-methyl)-2-methoxy-phenoxyl-acetic Acid), [H][H] (hydrogen). Reagents/catalysts: [Pd] (palladium on carbon). Run in CO (MeOH). Product: NCC1=CC(=C(OCC(=O)O)C=C1)OC ((4-Aminomethyl-2-methoxy-phenoxy)acetic Acid). The yield is 55.0%. RXN SMILES: C(OC([NH:11][CH2:12][C:13]1[CH:23]=[CH:22][C:16]([O:17][CH2:18][C:19]([OH:21])=[O:20])=[C:15]([O:24][CH3:25])[CH:14]=1)=O)C1C=CC=CC=1.[H][H]>CO.[Pd]>[NH2:11][CH2:12][C:13]1[CH:23]=[CH:22][C:16]([O:17][CH2:18][C:19]([OH:21])=[O:20])=[C:15]([O:24][CH3:25])[CH:14]=1. Procedure details: A solution of 16 (0.276 g, 0.8 mmol) in MeOH (5 mL) was treated with 10% palladium on carbon (30 mg) and hydrogenated under a balloon of hydrogen for 30 min. The reaction mixture was filtrated and the filtrate was concentrated to give 17 as white solid (0.093 g, 55%) which was used to next step without further purification. The reactants are FC=1C=C(N)C=CC1OC1=CC=NC2=CC(=C(C=C12)OC)OCCCN1CCOCC1 (3-fluoro-4-[[6-methoxy-7-(3-morpholinopropoxy)-4-quinolyl]oxy]aniline), CN1N=C(C=C1)C(=O)Cl (1-methyl-1H-pyrazole-3-carbonyl chloride). Product: FC=1C=C(C=CC1OC1=CC=NC2=CC(=C(C=C12)OC)OCCCN1CCOCC1)NC(=O)C1=NN(C=C1)C (N-[3-fluoro-4-[[6-methoxy-7-(3-morpholinopropoxy)-4-quinolyl]oxy]phenyl]-1-methyl-pyrazole-3-carboxamide). Reaction SMILES: [F:1][C:2]1[CH:3]=[C:4]([CH:6]=[CH:7][C:8]=1[O:9][C:10]1[C:19]2[C:14](=[CH:15][C:16]([O:22][CH2:23][CH2:24][CH2:25][N:26]3[CH2:31][CH2:30][O:29][CH2:28][CH2:27]3)=[C:17]([O:20][CH3:21])[CH:18]=2)[N:13]=[CH:12][CH:11]=1)[NH2:5].[CH3:32][N:33]1[CH:37]=[CH:36][C:35]([C:38](Cl)=[O:39])=[N:34]1>>[F:1][C:2]1[CH:3]=[C:4]([NH:5][C:38]([C:35]2[CH:36]=[CH:37][N:33]([CH3:32])[N:34]=2)=[O:39])[CH:6]=[CH:7][C:8]=1[O:9][C:10]1[C:19]2[C:14](=[CH:15][C:16]([O:22][CH2:23][CH2:24][CH2:25][N:26]3[CH2:31][CH2:30][O:29][CH2:28][CH2:27]3)=[C:17]([O:20][CH3:21])[CH:18]=2)[N:13]=[CH:12][CH:11]=1. Procedure: Q3 was prepared from 3-fluoro-4-[[6-methoxy-7-(3-morpholinopropoxy)-4-quinolyl]oxy]aniline and 1-methyl-1H-pyrazole-3-carbonyl chloride following the general procedure reported in Preparative Example 1 Step 3. 1H NMR (400 MHz, d4-MeOD, 300K) δ 2.10 (m, 2H), 2.52 (m, 4H), 2.62 (t, J=7.5 Hz, 2H), 3.70 (t, J=4.7 Hz, 4H), 3.99 (s, 3H), 4.00 (s, 3H), 4.22 (t, J=6.2 Hz, 2H), 6.49 (d, J=5.4 Hz, 1H), 6.83 (d, J=2.3 Hz, 1H), 7.33 (m, 2H), 7.58 (d, J=8.8 Hz, 1H), 7.62 (s, 1H), 7.67 (d, J=2.4 Hz, 1H), 7.94...